The task is: describe an organic reaction: reactants, conditions, products, and yield. This data is from the Open Reaction Database (ORD), a public repository of structured organic reaction records. Starting materials: CCOC(=O)c1cc(C)c(OC)c(C)c1, Cl, [Na+], [OH-]. Product: COc1c(C)cc(C(=O)O)cc1C. RXN SMILES: [CH2:1]([CH3:2])[O:3][C:4]([c:5]1[cH:6][c:7]([CH3:14])[c:8]([O:12][CH3:13])[c:9]([CH3:11])[cH:10]1)=[O:15].[ClH:16].[Na+:18].[OH-:17]>>[O:3]=[C:4]([c:5]1[cH:6][c:7]([CH3:14])[c:8]([O:12][CH3:13])[c:9]([CH3:11])[cH:10]1)[OH:15]. The reactants are solid, Cl.Cl.Cl.O1CCC=2C(=NC=CC21)N2CCN(CC2)CC[C@@H]2CC[C@H](CC2)N (trans-4-{2-[4-(2,3-dihydrofuro[3,2-c]pyridin-4-yl)-piperazin-1-yl]-ethyl}-cyclohexanamine trihydrochloride), Cl.Cl.Cl.O1CCC=2C(=NC=CC21)N2CCN(CC2)CC[C@@H]2CC[C@H](CC2)N (trans-4-{2-[4-(2,3-dihydrofuro[3,2-c]pyridin-4-yl)-piperazin-1-yl]-ethyl}-cyclohexanamine trihydrochloride), CS(=O)(=O)CC(=O)O (2-methylsulfonyl-acetic acid). Yields the product O1CCC=2C(=NC=CC21)N2CCN(CC2)CC[C@@H]2CC[C@H](CC2)NC(CS(=O)(=O)C)=O (trans-N-(4-{2-[4-(2,3-Dihydrofuro[3,2-c]pyridin-4-yl)-piperazin-1-yl]-ethyl}-cyclohexyl)-methylsulfonyl-acetamide). As a reaction SMILES: Cl.Cl.Cl.[O:4]1[C:12]2[CH:11]=[CH:10][N:9]=[C:8]([N:13]3[CH2:18][CH2:17][N:16]([CH2:19][CH2:20][C@H:21]4[CH2:26][CH2:25][C@H:24]([NH2:27])[CH2:23][CH2:22]4)[CH2:15][CH2:14]3)[C:7]=2[CH2:6][CH2:5]1.[CH3:28][S:29]([CH2:32][C:33](O)=[O:34])(=[O:31])=[O:30]>>[O:4]1[C:12]2[CH:11]=[CH:10][N:9]=[C:8]([N:13]3[CH2:18][CH2:17][N:16]([CH2:19][CH2:20][C@H:21]4[CH2:26][CH2:25][C@H:24]([NH:27][C:33](=[O:34])[CH2:32][S:29]([CH3:28])(=[O:31])=[O:30])[CH2:23][CH2:22]4)[CH2:15][CH2:14]3)[C:7]=2[CH2:6][CH2:5]1 |f:0.1.2.3|. Procedure: The title compound, off-white solid (106 mg, 78%), MS (ISP) m/z=451.3 [(M+H)+], mp 260.5° C., was prepared in accordance with the general method of example 32 from trans-4-{2-[4-(2,3-dihydrofuro[3,2-c]pyridin-4-yl)-piperazin-1-yl]-ethyl}-cyclohexanamine trihydrochloride (intermediate C) (132 mg, 0.3 mmol) and 2-methylsulfonyl-acetic acid.